This data is from the Open Reaction Database (ORD), a public repository of structured organic reaction records. The task is: describe an organic reaction: reactants, conditions, products, and yield Starting materials: oxime-hydrazone, ClC1=C(N)C=CC=C1 (2-chloroaniline), C(/C=N\O)[N+](=O)[O-] (methazonic acid), C(C)(=O)O (acetic acid). Reaction conditions: time 10 hour. Product: ClC1=C(C=CC=C1)N1[N+](=CC(=N1)O)[O-] (2-(2-Chlorophenyl)-4-hydroxy-1,2,3-triazole-1-oxide). As a reaction SMILES: [Cl:1][C:2]1[CH:8]=[CH:7][CH:6]=[CH:5][C:3]=1[NH2:4].[CH2:9]([N+:13]([O-])=O)/[CH:10]=[N:11]\[OH:12].C(O)(=[O:18])C>>[Cl:1][C:2]1[CH:8]=[CH:7][CH:6]=[CH:5][C:3]=1[N:4]1[N:13]=[C:9]([OH:18])[CH:10]=[N+:11]1[O-:12]. Procedure details: 100 g of oxime-hydrazone II (R = 2-chlorophenyl), prepared from diazotized 2-chloroaniline and methazonic acid, is stirred in 1000 ml of 90% acetic acid at room temperature. There are formed after a short time nitrous gases, and a dark clear solution is obtained. After 10 hours, the solution is concentrated by evaporation to dryness, and the residue is stirred into ether, filtered off under suction and dried. The reactants are CC1(C(C1C=CC(=O)OCCC)C(=O)O)C (2,2-dimethyl-3-(3-propoxy-3-oxo-1-propenyl)-cyclopropane-carboxylic acid), (RS) cyano 2-(6-phenoxy-pyridyl)-methanol. Run in C(Cl)(Cl)Cl (chloroform). Yields the product CC1(C(C1C=CC(=O)OCCC)C(=O)O)C (2,2-dimethyl-3-(3-propoxy-3-oxo-1-propenyl)-cyclopropane-carboxylic acid), CC1(C(C1C=CC(=O)OCCC)C(=O)[O-])C (2,2-dimethyl-3-(3-propoxy-3-oxo-1-propenyl)-cyclopropane-carboxylate). RXN SMILES: [CH3:1][C:2]1([CH3:16])[CH:4]([CH:5]=[CH:6][C:7]([O:9][CH2:10][CH2:11][CH3:12])=[O:8])[CH:3]1[C:13]([OH:15])=[O:14]>C(Cl)(Cl)Cl>[CH3:16][C:2]1([CH3:1])[CH:4]([CH:5]=[CH:6][C:7]([O:9][CH2:10][CH2:11][CH3:12])=[O:8])[CH:3]1[C:13]([OH:15])=[O:14].[CH3:16][C:2]1([CH3:1])[CH:4]([CH:5]=[CH:6][C:7]([O:9][CH2:10][CH2:11][CH3:12])=[O:8])[CH:3]1[C:13]([O-:15])=[O:14]. Reported procedure: Using the procedure of Example 9, (1R, cis, ΔZ) 2,2-dimethyl-3-(3-propoxy-3-oxo-1-propenyl)-cyclopropane-carboxylic acid and (RS) cyano 2-(6-phenoxy-pyridyl)-methanol were reacted to obtain (RS) cyano 2-(6-phenoxy-pyridyl)-methyl (1R, cis, ΔZ) 2,2-dimethyl-3-(3-propoxy-3-oxo-1-propenyl)-cyclopropane-carboxylate with a specific rotation of [α]D20 =+55°±2.5° (c=0.5% in chloroform). Starting materials: Br, CO, ClC(Cl)Cl, [N-]=[N+]=[N-], [Na+], C#Cc1ccccc1, c1c[nH]nn1. Yields the product c1ccc(-c2c[nH]nn2)cc1. As a reaction SMILES: [Br:18].[CH3:19][OH:20].[Cl:21][CH:22]([Cl:23])[Cl:24].[N-:15]=[N+:16]=[N-:17].[Na+:14].[c:6]1([C:12]#[CH:13])[cH:7][cH:8][cH:9][cH:10][cH:11]1.[nH:1]1[n:2][n:3][cH:4][cH:5]1>>[n:1]1[n:2][nH:3][cH:4][c:5]1-[c:6]1[cH:7][cH:8][cH:9][cH:10][cH:11]1. The reactants are [OH-].[K+] (KOH), FC1=CC(=C(C(=O)O)C=C1F)NC(CBr)=O (4,5-difluoro-2-((bromoacetyl)amino)benzoic acid), NC1=CC=CC=C1 (aniline), ice water. The solvent is CN(C)C=O (DMF). Yields the product FC1=CC(=C(C(=O)O)C=C1F)NC(CNC1=CC=CC=C1)=O (4,5-Difluoro-2-((2-(phenylamino)acetyl)amino)benzoic Acid). The yield is 99.2%. As a reaction SMILES: [F:1][C:2]1[C:10]([F:11])=[CH:9][C:5]([C:6]([OH:8])=[O:7])=[C:4]([NH:12][C:13](=[O:16])[CH2:14]Br)[CH:3]=1.[NH2:17][C:18]1[CH:23]=[CH:22][CH:21]=[CH:20][CH:19]=1.[OH-].[K+]>CN(C=O)C>[F:1][C:2]1[C:10]([F:11])=[CH:9][C:5]([C:6]([OH:8])=[O:7])=[C:4]([NH:12][C:13](=[O:16])[CH2:14][NH:17][C:18]2[CH:23]=[CH:22][CH:21]=[CH:20][CH:19]=2)[CH:3]=1 |f:2.3|. Procedure details: A solution of 4,5-difluoro-2-((bromoacetyl)amino)benzoic acid (31.0 g 105.4 mmol) and aniline (24 mL, 24.5 g, 263.4 mmol) in anhydrous DMF (100 mL) was heated to 95°-100° C. overnight with stirring under N2. The solution was cooled, poured into 500 mL of ice-water, and then a solution of 5% KOH was added until the pH of the solution was 10. The solution was extracted with 3×150 mL of CH2Cl2, and then the aqueous layer was separated and acidified to pH=3 using 2N HCl. The yellow precipitate which... Yields the product OC1=CC=C(C(=O)N)C=C1 (para-hydroxy benzoic amide). As a reaction SMILES: C([O:3][C:4](=O)[C:5]1[CH:10]=[CH:9][C:8]([OH:11])=[CH:7][CH:6]=1)C.C=O.C(O)(=O)C.[NH3:19]>CO>[OH:11][C:8]1[CH:9]=[CH:10][C:5]([C:4]([NH2:19])=[O:3])=[CH:6][CH:7]=1. The solvent is CO (methanol). Reported procedure: Parahydroxybenzoic acid ethyl ester is dissolved in methanol, added with formalin and acetic acid to react overnight, added to NH3(aq) to obtain para-hydroxy benzoic amide. This product was added with formalin, acetic acid and N7-bromoethyl 3-isobutyl-1-methylxanthine processed through a Mannich reaction to obtain compound 33. Through purification and then dissolution into methanol, add NaOH and ethyl bromide to gain compound 34. Various substitutions can be made to produce other desired compoun... Reactants: N (NH3), C=O (formalin), C(C)(=O)O (acetic acid), C(C)OC(C1=CC=C(C=C1)O)=O (Parahydroxybenzoic acid ethyl ester). The reactants are C(C)(=O)O[C@H]1[C@@H](O[C@@H]([C@H]([C@@H]1OC(C)=O)OC(C)=O)OC)C1=CC(=C(C=C1)Cl)CC1=CC=C(C=C1)OCCO[Si](C)(C)C(C)(C)C ((2S,3S,4R,5S,6S)-2-(3-(4-(2-(tert-butyldimethylsilyloxy)ethoxy)benzyl)-4-chlorophenyl)-6-methoxytetrahydro-2H-pyran-3,4,5-triyl triacetate), C(C)(=O)O (acetic acid). Solvent: C1CCOC1.O (THF Water). Conditions: time 24 hour. Product: C(C)(=O)O[C@H]1[C@@H](O[C@@H]([C@H]([C@@H]1OC(C)=O)OC(C)=O)OC)C1=CC(=C(C=C1)Cl)CC1=CC=C(C=C1)OCCO ((2S,3S,4R,5S,6S)-2-(4-chloro-3-(4-(2-hydroxyethoxy)benzyl)phenyl)-6-methoxytetrahydro-2H-pyran-3,4,5-triyl triacetate). Yield: 70.7%. RXN SMILES: [C:1]([O:4][C@@H:5]1[C@@H:10]([O:11][C:12](=[O:14])[CH3:13])[C@H:9]([O:15][C:16](=[O:18])[CH3:17])[C@@H:8]([O:19][CH3:20])[O:7][C@H:6]1[C:21]1[CH:26]=[CH:25][C:24]([Cl:27])=[C:23]([CH2:28][C:29]2[CH:34]=[CH:33][C:32]([O:35][CH2:36][CH2:37][O:38][Si](C(C)(C)C)(C)C)=[CH:31][CH:30]=2)[CH:22]=1)(=[O:3])[CH3:2].C(O)(=O)C>C1COCC1.O>[C:1]([O:4][C@@H:5]1[C@@H:10]([O:11][C:12](=[O:14])[CH3:13])[C@H:9]([O:15][C:16](=[O:18])[CH3:17])[C@@H:8]([O:19][CH3:20])[O:7][C@H:6]1[C:21]1[CH:26]=[CH:25][C:24]([Cl:27])=[C:23]([CH2:28][C:29]2[CH:34]=[CH:33][C:32]([O:35][CH2:36][CH2:37][OH:38])=[CH:31][CH:30]=2)[CH:22]=1)(=[O:3])[CH3:2] |f:2.3|. Procedure: To a solution (2S,3S,4R,5S,6S)-2-(3-(4-(2-(tert-butyldimethylsilyloxy)ethoxy)benzyl)-4-chlorophenyl)-6-methoxytetrahydro-2H-pyran-3,4,5-triyl triacetate (300 mg, 0.452 mmol) in THF:Water (1:1, 3.2 mL) was added acetic acid (4.8 mL) at 0° C. The reaction mixture was stirred at r.t. for 24 h. After completion of reaction, as confirmed by TLC, the reaction mixture was evaporated in vacuo and the residue obtained was purified by column chromatography (silica gel, 1:1 Ethyl acetate:Pet. Ether) to aff... The reactants are BrC=1C=C(C=CC1)C1=NC2=C(N1C)C=CC=C2 (2-(3-Bromo-phenyl)-1-methyl-1H-benzoimidazole), N1CCC(CC1)C(=O)O (piperidine-4-carboxylic acid), ester, C([O-])([O-])=O.[Cs+].[Cs+] (cesium carbonate), C=1C=CC(=CC1)P(C=2C=CC=CC2)C3=CC=C4C=CC=CC4=C3C5=C6C=CC=CC6=CC=C5P(C=7C=CC=CC7)C=8C=CC=CC8 (BINAP). The reagents and catalysts are C(C)(=O)[O-].[Pd+2].C(C)(=O)[O-] (palladium acetate). The solvent is C1(=CC=CC=C1)C (toluene), C(C)(=O)OCC (ethyl acetate). Run at temperature 80 celsius, time 20 minute. Yields the product C(C)OC(=O)C1CCN(CC1)C1=CC(=CC=C1)C1=NC2=C(N1C)C=CC=C2 (1-[3-(1-Methyl-1H-benzoimidazol-2-yl)-phenyl]-piperidine-4-carboxylic acid ethyl ester). Isolated yield 55.0%. As a reaction SMILES: Br[C:2]1[CH:3]=[C:4]([C:8]2[N:12]([CH3:13])[C:11]3[CH:14]=[CH:15][CH:16]=[CH:17][C:10]=3[N:9]=2)[CH:5]=[CH:6][CH:7]=1.[NH:18]1[CH2:23][CH2:22][CH:21]([C:24]([OH:26])=[O:25])[CH2:20][CH2:19]1.C(=O)([O-])[O-].[Cs+].[Cs+].[CH:33]1C=CC(P(C2C(C3C(P(C4C=CC=CC=4)C4C=CC=CC=4)=CC=C4C=3C=CC=C4)=C3C(C=CC=C3)=CC=2)C2C=CC=CC=2)=C[CH:38]=1>C(OCC)(=O)C.C([O-])(=O)C.[Pd+2].C([O-])(=O)C.C1(C)C=CC=CC=1>[CH2:33]([O:25][C:24]([CH:21]1[CH2:22][CH2:23][N:18]([C:2]2[CH:7]=[CH:6][CH:5]=[C:4]([C:8]3[N:12]([CH3:13])[C:11]4[CH:14]=[CH:15][CH:16]=[CH:17][C:10]=4[N:9]=3)[CH:3]=2)[CH2:19][CH2:20]1)=[O:26])[CH3:38] |f:2.3.4,7.8.9|. Reported procedure: Method 11—Step a 2-(3-Bromo-phenyl)-1-methyl-1H-benzoimidazole (obtained as described in general method 1, step b) (5.00 g, 17.40 mmol), piperidine-4-carboxylic acid esthyl ester (3.56 g, 22.62 mmol) and cesium carbonate (28.34 g, 87 mmol) were placed into a round bottom flask under nitrogen. At the same time palladium acetate (0.79 g, 3.48 mmol), and BINAP (3.33 g, 5.22 mmol) were placed into a flask under nitrogen. Then dry toluene (18 mL) was added and the mixture was stirred 20 minutes under... Starting materials: C(C)(C)C=1NC2=CC=CC(=C2C1CC(=O)O)[N+](=O)[O-] ((2-Isopropyl-4-nitro-1H-indol-3-yl)acetic acid), OS(=O)(=O)O (H2SO4), CCO (EtOH). Procedure details: A solution of (2-isopropyl-4-nitro-1H-indol-3-yl)acetic acid from Step D (500 mg, 1.91 mmol) and conc. H2SO4 (0.5 mL) in EtOH (100 mL) was heated at reflux for 1 h. The cooled mixture was partially concentrated in vacuo, made basic by addition of saturated aqueous NaHCO3 and washed with CHCl3 (4×30 mL). The combined organic extracts were dried over Na2SO4, filtered, and concentrated in vacuo to give the title compound, which was of sufficient purity for use in the next step. MS: m/z=291 (M+1). RXN SMILES: [CH:1]([C:4]1[NH:5][C:6]2[C:11]([C:12]=1[CH2:13][C:14]([OH:16])=[O:15])=[C:10]([N+:17]([O-:19])=[O:18])[CH:9]=[CH:8][CH:7]=2)([CH3:3])[CH3:2].OS(O)(=O)=O.[CH3:25][CH2:26]O>>[CH:1]([C:4]1[NH:5][C:6]2[C:11]([C:12]=1[CH2:13][C:14]([O:16][CH2:25][CH3:26])=[O:15])=[C:10]([N+:17]([O-:19])=[O:18])[CH:9]=[CH:8][CH:7]=2)([CH3:3])[CH3:2]. Product: C(C)(C)C=1NC2=CC=CC(=C2C1CC(=O)OCC)[N+](=O)[O-] (Ethyl (2-isopropyl-4-nitro-1H-indol-3-yl)acetate). Starting materials: CN(C)C=O, ClCCl, O=P(Cl)(Cl)Cl, OCc1ccnc(Nc2ncc(-c3ccccc3)s2)c1. The product is ClCc1ccnc(Nc2ncc(-c3ccccc3)s2)c1. As a reaction SMILES: [CH3:21][N:22]([CH3:23])[CH:24]=[O:25].[Cl:31][CH2:32][Cl:33].[P:26]([Cl:27])([Cl:28])([Cl:29])=[O:30].[c:1]1(-[c:7]2[cH:8][n:9][c:10]([NH:12][c:13]3[n:14][cH:15][cH:16][c:17]([CH2:19][OH:20])[cH:18]3)[s:11]2)[cH:2][cH:3][cH:4][cH:5][cH:6]1>>[c:1]1(-[c:7]2[cH:8][n:9][c:10]([NH:12][c:13]3[n:14][cH:15][cH:16][c:17]([CH2:19][Cl:28])[cH:18]3)[s:11]2)[cH:2][cH:3][cH:4][cH:5][cH:6]1.